describe an organic reaction: reactants, conditions, products, and yield From a dataset of the Open Reaction Database (ORD), a public repository of structured organic reaction records. Isolated yield 89.3%. RXN SMILES: [C:1]([O-:9])(=[O:8])[C:2]1[CH:7]=[CH:6][CH:5]=[CH:4][CH:3]=1.[CH2:10]([OH:12])[CH3:11].[OH-].[K+].Cl>O>[CH2:10]([O:12][C:5]1[CH:6]=[CH:7][C:2]([C:1]([OH:9])=[O:8])=[CH:3][CH:4]=1)[C:11]#[C:1][C:2]#[C:3][CH2:4][CH2:5][CH2:6][CH3:7] |f:2.3|. Solvent: O (water), O (water). Product: C(C#CC#CCCCC)OC1=CC=C(C(=O)O)C=C1 (4-(2,4-nonadiynyloxy)benzoic acid). Procedure: In a flask were placed 4.0 g (0.014 mole) of the benzoate derivative obtained and 18 ml of ethanol and while stirring the mixture at room temperature, an aqueous solution composed of 2.0 g (0.36 mole) of potassium hydroxide and 20 ml of water was added to the mixture. After stirring the mixture for 24 hours at 40° C. Twenty (20) ml of water was added to the mixture followed by ice-cooled. When the reaction mixture was acidified with concentrated hydrochloric acid, white crystals formed. The crys... Conditions: temperature 40 celsius, time 24 hour. Reactants: ( 20 ), C(C1=CC=CC=C1)(=O)[O-] (benzoate), Cl (hydrochloric acid), C(C)O (ethanol), [OH-].[K+] (potassium hydroxide). Starting materials: C(C)OC(CCCOC1=C(C(=CC=C1)CCCCCCOC=1C=C(C=C(C1)C(N(C)C)=O)C1=CC(=C(C=C1)F)F)CCC(=O)OCC)=O (4-{3-[6-(5-dimethylcarbamoyl-3′,4′-difluoro-biphenyl-3-yloxy)-hexyl]-2-(2-ethoxycarbonyl-ethyl)-phenoxy}-butyric acid ethyl ester), C(C)OC(CCCOC1=C(C(=CC=C1)CCCCCCOC1=CC(=CC(=C1)C(NCC1=C(C=CC=C1)OC(F)F)=O)Br)CCC(=O)OCC)=O (4-[3-{6-[3-bromo-5-(2-difluoromethoxy-benzylcarbamoyl)-phenoxy]-hexyl}-2-(2-ethoxycarbonyl-ethyl)-phenoxy]-butyric acid ethyl ester), C1OC=2C=C(C=CC2O1)B(O)O (3,4-methylenedioxyphenylboronic acid), C([O-])([O-])=O.[Cs+].[Cs+] (cesium carbonate). The reagents and catalysts are C1=CC=C(C=C1)P([C-]2C=CC=C2)C3=CC=CC=C3.C1=CC=C(C=C1)P([C-]2C=CC=C2)C3=CC=CC=C3.Cl[Pd]Cl.[Fe+2] (PdCl2(dppf)). Run in COCCOC (1,2-dimethoxyethane). Yields the product C(C)OC(CCCOC1=C(C(=CC=C1)CCCCCCOC1=CC(=CC(=C1)C(NCC1=C(C=CC=C1)OC(F)F)=O)C1=CC2=C(OCO2)C=C1)CCC(=O)OCC)=O (4-[3-{6-[3-benzo[1,3]dioxol-5-yl-5-(2-difluoromethoxy-benzylcarbamoyl)-phenoxy]-hexyl}-2-(2-ethoxycarbonyl-ethyl)-phenoxy]-butyric acid ethyl ester). Yield: 87.4%. RXN SMILES: C(OC(=O)CCCOC1C=CC=C(CCCCCCOC2C=C(C3C=CC(F)=C(F)C=3)C=C(C(=O)N(C)C)C=2)C=1CCC(OCC)=O)C.[CH2:49]([O:51][C:52](=[O:98])[CH2:53][CH2:54][CH2:55][O:56][C:57]1[CH:62]=[CH:61][CH:60]=[C:59]([CH2:63][CH2:64][CH2:65][CH2:66][CH2:67][CH2:68][O:69][C:70]2[CH:75]=[C:74]([C:76](=[O:89])[NH:77][CH2:78][C:79]3[CH:84]=[CH:83][CH:82]=[CH:81][C:80]=3[O:85][CH:86]([F:88])[F:87])[CH:73]=[C:72](Br)[CH:71]=2)[C:58]=1[CH2:91][CH2:92][C:93]([O:95][CH2:96][CH3:97])=[O:94])[CH3:50].[CH2:99]1[O:107][C:106]2[CH:105]=[CH:104][C:103](B(O)O)=[CH:102][C:101]=2[O:100]1.C(=O)([O-])[O-].[Cs+].[Cs+]>COCCOC.C1C=CC(P(C2C=CC=CC=2)[C-]2C=CC=C2)=CC=1.C1C=CC(P(C2C=CC=CC=2)[C-]2C=CC=C2)=CC=1.Cl[Pd]Cl.[Fe+2]>[CH2:49]([O:51][C:52](=[O:98])[CH2:53][CH2:54][CH2:55][O:56][C:57]1[CH:62]=[CH:61][CH:60]=[C:59]([CH2:63][CH2:64][CH2:65][CH2:66][CH2:67][CH2:68][O:69][C:70]2[CH:75]=[C:74]([C:76](=[O:89])[NH:77][CH2:78][C:79]3[CH:84]=[CH:83][CH:82]=[CH:81][C:80]=3[O:85][CH:86]([F:88])[F:87])[CH:73]=[C:72]([C:104]3[CH:103]=[CH:102][C:101]4[O:100][CH2:99][O:107][C:106]=4[CH:105]=3)[CH:71]=2)[C:58]=1[CH2:91][CH2:92][C:93]([O:95][CH2:96][CH3:97])=[O:94])[CH3:50] |f:3.4.5,7.8.9.10|. Procedure: The title compound was prepared by the same method as 4-{3-[6-(5-dimethylcarbamoyl-3′,4′-difluoro-biphenyl-3-yloxy)-hexyl]-2-(2-ethoxycarbonyl-ethyl)-phenoxy}-butyric acid ethyl ester starting from 4-[3-{6-[3-bromo-5-(2-difluoromethoxy-benzylcarbamoyl)-phenoxy]-hexyl}-2-(2-ethoxycarbonyl-ethyl)-phenoxy]-butyric acid ethyl ester (200 mg, 0.262 mmol), 3,4-methylenedioxyphenylboronic acid (87 mg, 0.524 mmol), PdCl2(dppf) (29 mg, 0.04 mmol) and cesium carbonate (171 mg, 0.524 mmol) in 1,2-dimethoxye... Starting materials: [Cl-].FC1=CC=C(C[Zn+])C=C1 (4-fluorobenyl zinc chloride), BrC=1C(=NC=C(C1)Br)C#N (3,5-dibromo-2-pyridinecarbonitrile), [Cl-].FC1=CC=C(C[Zn+])C=C1 (4-fluorobenyl zinc chloride). The reagents and catalysts are Cl (hydrochloric acid), C1(=CC=CC=C1)P(C1=CC=CC=C1)C1=CC=CC=C1.C1(=CC=CC=C1)P(C1=CC=CC=C1)C1=CC=CC=C1.C1(=CC=CC=C1)P(C1=CC=CC=C1)C1=CC=CC=C1.C1(=CC=CC=C1)P(C1=CC=CC=C1)C1=CC=CC=C1.[Pd] (palladium tetrakis(triphenylphosphine)). Solvent: O (water), C(C)(=O)OCC (ethyl acetate), O1CCCC1 (tetrahydrofuran). Reaction conditions: temperature 85 celsius. Product: BrC=1C(=NC=C(C1)CC1=CC=C(C=C1)F)C#N (3-bromo-5-[(4-fluorophenyl)methyl]-2-pyridinecarbonitrile). Isolated yield 57.0%. RXN SMILES: [Br:1][C:2]1[C:3]([C:9]#[N:10])=[N:4][CH:5]=[C:6](Br)[CH:7]=1.[Cl-].[F:12][C:13]1[CH:20]=[CH:19][C:16]([CH2:17][Zn+])=[CH:15][CH:14]=1>O1CCCC1.O.C(OCC)(=O)C.Cl.C1(P(C2C=CC=CC=2)C2C=CC=CC=2)C=CC=CC=1.C1(P(C2C=CC=CC=2)C2C=CC=CC=2)C=CC=CC=1.C1(P(C2C=CC=CC=2)C2C=CC=CC=2)C=CC=CC=1.C1(P(C2C=CC=CC=2)C2C=CC=CC=2)C=CC=CC=1.[Pd]>[Br:1][C:2]1[C:3]([C:9]#[N:10])=[N:4][CH:5]=[C:6]([CH2:17][C:16]2[CH:19]=[CH:20][C:13]([F:12])=[CH:14][CH:15]=2)[CH:7]=1 |f:1.2,7.8.9.10.11|. Procedure details: 3,5-dibromo-2-pyridinecarbonitrile (4.52g, 15.34 mmol) was dissolved in tetrahydrofuran (75 mL) and palladium tetrakis(triphenylphosphine) (0.887g, 0.767 mmol) and 4-fluorobenyl zinc chloride (46.02 mL, 0.5 M in tetrahydrofuran) were added. The mixture was heated at 85° C. for 1 hour. An additional 12.3 mL of 4-fluorobenyl zinc chloride was added and the reaction was heated 40 minutes and allowed to cool to ambient temperature. The mixture was diluted with water and ethyl acetate and several dro...